describe an organic reaction: reactants, conditions, products, and yield From a dataset of the Open Reaction Database (ORD), a public repository of structured organic reaction records. The reactants are COC(C[C@H](CSCC1=CC=C(C=C1)OC)NC(=O)OC(C)(C)C)=O ((R)-3-t-butoxycarbonylamino-4-(4-methoxy-benzylsulfanyl)-butyric acid methyl ester), Cl.O1CCOCC1 (hydrochloric acid 1,4-dioxane). The solvent is ClCCl (dichloromethane). Run at time 2 hour. The product is COC(C[C@H](CSCC1=CC=C(C=C1)OC)N)=O ((R)-3-amino-4-(4-methoxy-benzylsulfanyl)-butyric acid methyl ester). Yield: 87.7%. Reaction SMILES: [CH3:1][O:2][C:3](=[O:25])[CH2:4][C@@H:5]([NH:17]C(OC(C)(C)C)=O)[CH2:6][S:7][CH2:8][C:9]1[CH:14]=[CH:13][C:12]([O:15][CH3:16])=[CH:11][CH:10]=1.Cl.O1CCOCC1>ClCCl>[CH3:1][O:2][C:3](=[O:25])[CH2:4][C@@H:5]([NH2:17])[CH2:6][S:7][CH2:8][C:9]1[CH:10]=[CH:11][C:12]([O:15][CH3:16])=[CH:13][CH:14]=1 |f:1.2|. Procedure details: (R)-3-t-butoxycarbonylamino-4-(4-methoxy-benzylsulfanyl)-butyric acid methyl ester (30 g, 81.3 mmol) prepared in Step D was dissolved in dichloromethane (70 mL). 4N hydrochloric acid/1,4-dioxane solution (71 mL) was added thereto, and the mixture was stirred for 2 h at room temperature. After completion of the reaction, the reaction solution was concentrated under reduced pressure. To the residue were added dichloromethane (30 mL) and diethylether (150 mL). The resulting solid was filtered and d... Reactants: C(C)(=O)OC=1C(=C(C2=C(CCC(O2)(C)CC(=O)N2CCN(CC2)C2=NC=CC=C2NCC)C1C)C)C (1-[[6-(Acetyloxy)-3,4-dihydro-2,5,7,8-tetramethyl-2H-1-benzopyran-2-yl]acetyl]-4-[3-(ethylamino)-2-pyridinyl]-piperazine), C([O-])([O-])=O.[K+].[K+] (potassium carbonate), C(C)(=O)O (acetic acid). Solvent: CO (methanol). Run at time 3.5 hour. Product: OC=1C(=C(C2=C(CCC(O2)(C)CC(=O)N2CCN(CC2)C2=NC=CC=C2NCC)C1C)C)C (1-[[6-(Hydroxy)-3,4-dihydro-2,5,7,8-tetramethyl-2H-1-benzopyran-2-yl]acetyl]-4-[3-(ethylamino)-2-pyridinyl]-piperazine). Reaction SMILES: C([O:4][C:5]1[C:6]([CH3:36])=[C:7]([CH3:35])[C:8]2[O:13][C:12]([CH2:15][C:16]([N:18]3[CH2:23][CH2:22][N:21]([C:24]4[C:29]([NH:30][CH2:31][CH3:32])=[CH:28][CH:27]=[CH:26][N:25]=4)[CH2:20][CH2:19]3)=[O:17])([CH3:14])[CH2:11][CH2:10][C:9]=2[C:33]=1[CH3:34])(=O)C.C(=O)([O-])[O-].[K+].[K+].C(O)(=O)C>CO>[OH:4][C:5]1[C:6]([CH3:36])=[C:7]([CH3:35])[C:8]2[O:13][C:12]([CH2:15][C:16]([N:18]3[CH2:23][CH2:22][N:21]([C:24]4[C:29]([NH:30][CH2:31][CH3:32])=[CH:28][CH:27]=[CH:26][N:25]=4)[CH2:20][CH2:19]3)=[O:17])([CH3:14])[CH2:11][CH2:10][C:9]=2[C:33]=1[CH3:34] |f:1.2.3|. Procedure: A solution of 1-[[6-(acetyloxy)-3,4-dihydro-2,5,7,8-tetramethyl-2H-1-benzopyran-2-yl]acetyl]-4-[3-(ethylamino)-2-pyridinyl]-piperazine (EXAMPLE 68, 0.80 g) in methanol (20 ml) is mixed with potassium carbonate (10% aqueous, 1.5 ml) and stirred for 3.5 hr at 20°-25° under a nitrogen atmosphere. Then acetic acid (0.2 ml) is added and the solution is concentrated. The residue is partitioned between methylene chloride and potassium bicarbonate (1N). The organic extracts are combined and washed with ... Reactants: CN(C)S(=O)(=O)c1ccc(CO)cc1Br, CCCCCC, ClCCl, O=S(Cl)Cl. Yields the product CN(C)S(=O)(=O)c1ccc(CCl)cc1Br. As a reaction SMILES: [Br:1][c:2]1[cH:3][c:4]([CH2:5][OH:6])[cH:7][cH:8][c:9]1[S:10]([N:11]([CH3:12])[CH3:13])(=[O:14])=[O:15].[CH3:23][CH2:24][CH2:25][CH2:26][CH2:27][CH3:28].[Cl:20][CH2:21][Cl:22].[S:16]([Cl:17])([Cl:18])=[O:19]>>[Br:1][c:2]1[cH:3][c:4]([CH2:5][Cl:18])[cH:7][cH:8][c:9]1[S:10]([N:11]([CH3:12])[CH3:13])(=[O:14])=[O:15]. The reactants are S(=O)(=O)(C1=CC=C(C)C=C1)OC\C=C\COS(=O)(=O)C1=CC=C(C)C=C1 ((E)-1,4-ditosyloxy-2-butene), [N+](CCCC)(CCCC)(CCCC)CCCC.[F-] (Bu4NF). The solvent is C1CCOC1 (THF). Yields the product FC\C=C\COS(=O)(=O)C1=CC=C(C)C=C1 ((E)-1-Fluoro-4-tosyloxy-2-butene). The yield is 38.4%. RXN SMILES: [S:1]([O:11][CH2:12]/[CH:13]=[CH:14]/[CH2:15]OS(C1C=CC(C)=CC=1)(=O)=O)([C:4]1[CH:10]=[CH:9][C:7]([CH3:8])=[CH:6][CH:5]=1)(=[O:3])=[O:2].[N+](CCCC)(CCCC)(CCCC)CCCC.[F-:44]>C1COCC1>[F:44][CH2:15]/[CH:14]=[CH:13]/[CH2:12][O:11][S:1]([C:4]1[CH:10]=[CH:9][C:7]([CH3:8])=[CH:6][CH:5]=1)(=[O:3])=[O:2] |f:1.2|. Procedure details: To a solution of (E)-1,4-ditosyloxy-2-butene (256 mg, 0.64 mmol) in 10 mL of THF was added Bu4NF (0.7 mL, 1M in THF, 0.7 mmol). The mixture was heated to reflux for 30 min. Evaporation and purification of the residue by flash column chromatography with hexane:ether/2:1 afforded the product as a colorless oil (60 mg, 38%). 1 H NMR (CDCl3, 300 MHz) δ 7.80 (d, J=8.4 Hz, 2H), 7.36 (d, J=8.4 Hz, 2H), 5.99-5.75 (m, 2H, 4.84 (ddd, JFCH=46.5 Hz, J=4.8, 1.2 Hz, 2H), 4.59-4.56 (m, 2H), 2.46 (s, 3H).